Dataset: the Open Reaction Database (ORD), a public repository of structured organic reaction records. Task: describe an organic reaction: reactants, conditions, products, and yield Starting materials: O=C([O-])[O-], CCOC(Cc1ccc(O)cc1OC)C(=O)OC, Cc1oc(-c2cccc(Cl)c2)nc1CCl, O=Cc1cccc(Cl)c1, [Cs+], [Cs+], [I-], [K+], O=P(Cl)(Cl)Cl. Product: CCOC(Cc1ccc(OCc2nc(-c3cccc(Cl)c3)oc2C)cc1OC)C(=O)OC. As a reaction SMILES: [C:48](=[O:49])([O-:50])[O-:51].[CH3:1][O:2][C:3]([CH:4]([CH2:5][c:6]1[c:7]([O:13][CH3:14])[cH:8][c:9]([OH:12])[cH:10][cH:11]1)[O:15][CH2:16][CH3:17])=[O:18].[Cl:19][CH2:20][c:21]1[n:22][c:23](-[c:27]2[cH:28][c:29]([Cl:33])[cH:30][cH:31][cH:32]2)[o:24][c:25]1[CH3:26].[Cl:34][c:35]1[cH:36][c:37]([CH:41]=[O:42])[cH:38][cH:39][cH:40]1.[Cs+:52].[Cs+:53].[I-:55].[K+:54].[P:43]([Cl:44])([Cl:45])([Cl:46])=[O:47]>>[CH3:1][O:2][C:3]([CH:4]([CH2:5][c:6]1[c:7]([O:13][CH3:14])[cH:8][c:9]([O:12][CH2:20][c:21]2[n:22][c:23](-[c:27]3[cH:28][c:29]([Cl:33])[cH:30][cH:31][cH:32]3)[o:24][c:25]2[CH3:26])[cH:10][cH:11]1)[O:15][CH2:16][CH3:17])=[O:18]. Starting materials: CN1C(NC(C=2N(C=NC12)CCC)=O)=O (3-methyl-7-propyl-xanthine), C([O-])([O-])=O.[K+].[K+] (potassium carbonate), BrCCC=C (4-bromo-but-1-ene). Solvent: CN(C=O)C (dimethylformamide). Product: C(CC=C)N1C(=O)N(C=2N=CN(C2C1=O)CCC)C (1-(But-3-enyl)-3-methyl-7-n-propyl-xanthine). As a reaction SMILES: [CH3:1][N:2]1[C:10]2[N:9]=[CH:8][N:7]([CH2:11][CH2:12][CH3:13])[C:6]=2[C:5](=[O:14])[NH:4][C:3]1=[O:15].C(=O)([O-])[O-].[K+].[K+].Br[CH2:23][CH2:24][CH:25]=[CH2:26]>CN(C)C=O>[CH2:26]([N:4]1[C:5](=[O:14])[C:6]2[N:7]([CH2:11][CH2:12][CH3:13])[CH:8]=[N:9][C:10]=2[N:2]([CH3:1])[C:3]1=[O:15])[CH2:25][CH:24]=[CH2:23] |f:1.2.3|. Procedure details: 20.8 g of 3-methyl-7-propyl-xanthine, 13.8 g of anhydrous potassium carbonate and 13.5 g of 4-bromo-but-1-ene are refluxed for 8 hours in 150 ml of dimethylformamide, and the solvent is then removed under reduced pressure. The residue is then dissolved in 150 ml of 1 N sodium hydroxide solution and the alkaline solution is extracted with methylene chloride. The residue obtained after evaporation of the methylene chloride is triturated with 100 ml of diisopropyl ether and unreacted 3-methyl-7-pro... Run at time 18 hour. The solvent is CO (MeOH). Reactants: NCCC1=CNC2=CC=C(C=C12)NC(=O)N (N-[3-(2-aminoethyl)-1H-indol-5-yl]urea), CC(=O)C (acetone), [BH3-]C#N.[Na+] (NaBH3CN). Product: CCCNCCC1=CNC2=CC=C(C=C12)NC(=O)N (N-[3-(2-Methylethylaminoethyl)-1H-indol-5-yl]urea). Procedure: A solution of 3.0 g (0.014 mole) of N-[3-(2-aminoethyl)-1H-indol-5-yl]urea, Example 1, in 100 ml MeOH was treated with 1.11 ml of acetone followed by 1.32 g (0.021 mole) of NaBH3CN and stirred for 18 hours. The solvent was removed in vacuo and the residue carefully dissolved in 20 ml of 20% HCl, heated for 15 minutes, cooled and neutralized with 4N NaOH to pH=12. The precipitated oil was extracted into EtOAc, dried over MgSO4, filtered and evaporated to give a glassy white solid. This material w... Reaction SMILES: [NH2:1][CH2:2][CH2:3][C:4]1[C:12]2[C:7](=[CH:8][CH:9]=[C:10]([NH:13][C:14]([NH2:16])=[O:15])[CH:11]=2)[NH:6][CH:5]=1.[CH3:17][C:18]([CH3:20])=O.[BH3-]C#N.[Na+]>CO>[CH3:17][CH2:18][CH2:20][NH:1][CH2:2][CH2:3][C:4]1[C:12]2[C:7](=[CH:8][CH:9]=[C:10]([NH:13][C:14]([NH2:16])=[O:15])[CH:11]=2)[NH:6][CH:5]=1 |f:2.3|. Starting materials: CCO, [H][H], CC1(C)CCC(C)(C)c2cc(C=O)c(C#Cc3ncccn3)cc21. Yields the product CC1(C)CCC(C)(C)c2cc(CCc3ncccn3)c(C=O)cc21. As a reaction SMILES: [CH3:27][CH2:28][OH:29].[H:25][H:26].[n:1]1[c:2]([C:7]#[C:8][c:9]2[c:10]([CH:23]=[O:24])[cH:11][c:12]3[c:17]([cH:18]2)[C:16]([CH3:19])([CH3:20])[CH2:15][CH2:14][C:13]3([CH3:21])[CH3:22])[n:3][cH:4][cH:5][cH:6]1>>[n:1]1[c:2]([CH2:7][CH2:8][c:9]2[c:10]([CH:23]=[O:24])[cH:11][c:12]3[c:17]([cH:18]2)[C:16]([CH3:19])([CH3:20])[CH2:15][CH2:14][C:13]3([CH3:21])[CH3:22])[n:3][cH:4][cH:5][cH:6]1. Starting materials: C, CN1CCC(Oc2ccc(OCc3ccccc3)c(C(=O)Nc3cc(-c4ccccc4)ccc3C(=O)OC(C)(C)C)c2)CC1, CO, [Pd]. The product is CN1CCC(Oc2ccc(O)c(C(=O)Nc3cc(-c4ccccc4)ccc3C(=O)OC(C)(C)C)c2)CC1. RXN SMILES: [C:45].[CH2:1]([c:2]1[cH:3][cH:4][cH:5][cH:6][cH:7]1)[O:8][c:9]1[c:10]([C:11](=[O:12])[NH:13][c:14]2[c:15]([C:16](=[O:17])[O:18][C:19]([CH3:20])([CH3:21])[CH3:22])[cH:23][cH:24][c:25](-[c:27]3[cH:28][cH:29][cH:30][cH:31][cH:32]3)[cH:26]2)[cH:33][c:34]([O:37][CH:38]2[CH2:39][CH2:40][N:41]([CH3:44])[CH2:42][CH2:43]2)[cH:35][cH:36]1.[CH3:47][OH:48].[Pd:46]>>[OH:8][c:9]1[c:10]([C:11](=[O:12])[NH:13][c:14]2[c:15]([C:16](=[O:17])[O:18][C:19]([CH3:20])([CH3:21])[CH3:22])[cH:23][cH:24][c:25](-[c:27]3[cH:28][cH:29][cH:30][cH:31][cH:32]3)[cH:26]2)[cH:33][c:34]([O:37][CH:38]2[CH2:39][CH2:40][N:41]([CH3:44])[CH2:42][CH2:43]2)[cH:35][cH:36]1. The reactants are O (water), C(C)(C)C1=C(C(=CC=C1)C(C)C)N=CC1=NC(=CC=C1)C1=C(C=CC2=CC=CC=C12)CNC1=C(C=CC=C1)C ((2,6-diisopropylphenyl){[6-(2-{[(2-methylphenyl)amino]methyl}-1-naphthyl)pyridin-2-yl]methylene}amine), C1CCOC1 (THF), [Li]C=1C=CC=CC1 (PhLi), O (water). The solvent is CCOCC (ether). Conditions: temperature -78 celsius. Yields the product C(C)(C)C1=C(NC(C2=CC=CC=C2)C2=NC(=CC=C2)C2=C(C=CC3=CC=CC=C23)CNC2=C(C=CC=C2)C)C(=CC=C1)C(C)C (2,6-Diisopropyl-N-[[6-(2-{[(2-methylphenyl)amino]methyl}-1-naphthyl)pyridin-2-yl](phenyl)methyl]aniline). As a reaction SMILES: [CH:1]([C:4]1[CH:9]=[CH:8][CH:7]=[C:6]([CH:10]([CH3:12])[CH3:11])[C:5]=1[N:13]=[CH:14][C:15]1[CH:20]=[CH:19][CH:18]=[C:17]([C:21]2[C:30]3[C:25](=[CH:26][CH:27]=[CH:28][CH:29]=3)[CH:24]=[CH:23][C:22]=2[CH2:31][NH:32][C:33]2[CH:38]=[CH:37][CH:36]=[CH:35][C:34]=2[CH3:39])[N:16]=1)([CH3:3])[CH3:2].C1COCC1.[Li][C:46]1[CH:47]=[CH:48][CH:49]=[CH:50][CH:51]=1.O>CCOCC>[CH:10]([C:6]1[CH:7]=[CH:8][CH:9]=[C:4]([CH:1]([CH3:2])[CH3:3])[C:5]=1[NH:13][CH:14]([C:15]1[CH:20]=[CH:19][CH:18]=[C:17]([C:21]2[C:30]3[C:25](=[CH:26][CH:27]=[CH:28][CH:29]=3)[CH:24]=[CH:23][C:22]=2[CH2:31][NH:32][C:33]2[CH:38]=[CH:37][CH:36]=[CH:35][C:34]=2[CH3:39])[N:16]=1)[C:46]1[CH:47]=[CH:48][CH:49]=[CH:50][CH:51]=1)([CH3:12])[CH3:11]. Reported procedure: To a solution of 1.30 g (2.54 mmol) of (2,6-diisopropylphenyl){[6-(2-{[(2-methylphenyl)amino]methyl}-1-naphthyl)pyridin-2-yl]methylene}amine in 20 ml of THF 8.60 ml (6.35 mmol) of 0.74 M PhLi in ether was added by vigorous stirring at −78° C. The reaction mixture was stirred for 10 minutes at room temperature, then 2 ml of water was added, and, finally, this mixture was poured into 50 ml of water. The product was extracted with 3×20 ml of ether. The organic extract was washed by 2×30 ml of water... Reactants: FC(C1=CC=C2C(=CC=NC2=C1)NC1=CC=C(C(=O)N2CCNCC2)C=C1)(F)F (4-[4-[[7-(trifluoromethyl)-4-quinolinyl]amino]benzoyl]piperazine), ClC1=CC=C(C=C1)S(=O)(=O)Cl (4-chlorophenylsulfonyl chloride). Solvent: C(C)N(CC)CC (triethylamine). The product is ClC1=CC=C(C=C1)S(=O)(=O)N1CCN(CC1)C(C1=CC=C(C=C1)NC1=CC=NC2=CC(=CC=C12)C(F)(F)F)=O (1-[(4-chlorophenyl)sulfonyl]-4-[4-[[7-(trifluoromethyl)-4-quinolinyl]amino]benzoyl]piperazine). Yield: 77.0%. RXN SMILES: [F:1][C:2]([F:29])([F:28])[C:3]1[CH:12]=[C:11]2[C:6]([C:7]([NH:13][C:14]3[CH:27]=[CH:26][C:17]([C:18]([N:20]4[CH2:25][CH2:24][NH:23][CH2:22][CH2:21]4)=[O:19])=[CH:16][CH:15]=3)=[CH:8][CH:9]=[N:10]2)=[CH:5][CH:4]=1.[Cl:30][C:31]1[CH:36]=[CH:35][C:34]([S:37](Cl)(=[O:39])=[O:38])=[CH:33][CH:32]=1>C(N(CC)CC)C>[Cl:30][C:31]1[CH:36]=[CH:35][C:34]([S:37]([N:23]2[CH2:24][CH2:25][N:20]([C:18](=[O:19])[C:17]3[CH:26]=[CH:27][C:14]([NH:13][C:7]4[C:6]5[C:11](=[CH:12][C:3]([C:2]([F:1])([F:28])[F:29])=[CH:4][CH:5]=5)[N:10]=[CH:9][CH:8]=4)=[CH:15][CH:16]=3)[CH2:21][CH2:22]2)(=[O:39])=[O:38])=[CH:33][CH:32]=1. Procedure details: In the manner given in Example 15, 4-[4-[[7-(trifluoromethyl)-4-quinolinyl]amino]benzoyl]piperazine is reacted with 4-chlorophenylsulfonyl chloride in the presence of triethylamine under nitrogen to give 1-[(4-chlorophenyl)sulfonyl]-4-[4-[[7-(trifluoromethyl)-4-quinolinyl]amino]benzoyl]piperazine of melting point 234°-236° C. in 77% yield.